Dataset: the Open Reaction Database (ORD), a public repository of structured organic reaction records. Task: describe an organic reaction: reactants, conditions, products, and yield The reactants are O (water), BrN1C(CCC1=O)=O (N-bromosuccinimide), CC(C(=O)NC1=C(C=CC=C1)C1NC2=CC=CC=C2C1)(C)C (2,2-dimethyl-N-[2-(2,3-dihydro-1H-indol-2-yl)phenyl]propanamide). The solvent is CN(C=O)C (DMF), CN(C=O)C (DMF). Conditions: time 1 hour. The product is CC(C(=O)NC1=C(C=CC=C1)C1NC2=CC=C(C=C2C1)Br)(C)C (2,2-Dimethyl-N-[2-(5-bromo-2,3-dihydro-1H-indol-2-yl)phenyl]propanamide). Yield: 94.6%. RXN SMILES: [Br:1]N1C(=O)CCC1=O.[CH3:9][C:10]([CH3:30])([CH3:29])[C:11]([NH:13][C:14]1[CH:19]=[CH:18][CH:17]=[CH:16][C:15]=1[CH:20]1[CH2:28][C:27]2[C:22](=[CH:23][CH:24]=[CH:25][CH:26]=2)[NH:21]1)=[O:12].O>CN(C)C=O>[CH3:9][C:10]([CH3:30])([CH3:29])[C:11]([NH:13][C:14]1[CH:19]=[CH:18][CH:17]=[CH:16][C:15]=1[CH:20]1[CH2:28][C:27]2[C:22](=[CH:23][CH:24]=[C:25]([Br:1])[CH:26]=2)[NH:21]1)=[O:12]. Procedure: A solution of 4.0 g N-bromosuccinimide in 40 ml anhydrous DMF (dimethylformamide) was added dropwise at 5° C. (ice bath) over 20 minutes to a solution of 6.0 g 2,2-dimethyl-N-[2-(2,3-dihydro-1H-indol-2-yl)phenyl]propanamide in 60 ml DMF. After stirring for one hour additionally, the resulting solution was poured into excess water and the precipitated solid was collected, washed, and taken up in Et2O. The extract was washed with water and brine, dried (MgSO4) and concentrated to give 7.2 g solid.... Reactants: IC1=CC=C(OCCN2CCC(CC2)C)C=C1 (1-[2-(4-iodo-phenoxy)-ethyl]-4-methyl-piperidine), ClC1=CC=C(C=C1)C=1C=C(C(=NC1)C#C)F (5-(4-chloro-phenyl)-2-ethynyl-3-fluoro-pyridine). The product is ClC1=CC=C(C=C1)C=1C=C(C(=NC1)C#CC1=CC=C(C=C1)OCCN1CCC(CC1)C)F (5-(4-chloro-phenyl)-3-fluoro-2-{4-[2-(4-methyl-piperidin-1-yl)-ethoxy]-phenylethynyl}-pyridine). RXN SMILES: I[C:2]1[CH:17]=[CH:16][C:5]([O:6][CH2:7][CH2:8][N:9]2[CH2:14][CH2:13][CH:12]([CH3:15])[CH2:11][CH2:10]2)=[CH:4][CH:3]=1.[Cl:18][C:19]1[CH:24]=[CH:23][C:22]([C:25]2[CH:26]=[C:27]([F:33])[C:28]([C:31]#[CH:32])=[N:29][CH:30]=2)=[CH:21][CH:20]=1>>[Cl:18][C:19]1[CH:24]=[CH:23][C:22]([C:25]2[CH:26]=[C:27]([F:33])[C:28]([C:31]#[C:32][C:2]3[CH:17]=[CH:16][C:5]([O:6][CH2:7][CH2:8][N:9]4[CH2:14][CH2:13][CH:12]([CH3:15])[CH2:11][CH2:10]4)=[CH:4][CH:3]=3)=[N:29][CH:30]=2)=[CH:21][CH:20]=1. Procedure: Prepared according to general working method I from 1-[2-(4-iodo-phenoxy)-ethyl]-4-methyl-piperidine (164 mg, 0.48 mmol) and 5-(4-chloro-phenyl)-2-ethynyl-3-fluoro-pyridine (110 mg, 0.48 mmol). Starting materials: [H-].[Al+3].[Li+].[H-].[H-].[H-] (lithium aluminum hydride), CC1=C(N=C(O1)C1=CC=CC=C1)CCOC1=NOC(=C1)C(=O)OC (methyl 3-[2-(5-methyl-2-phenyl-4-oxazolyl)ethoxy]-5-isoxazolecarboxylate), Cl (hydrochloric acid). Run in O1CCCC1 (tetrahydrofuran). Reaction conditions: time 30 minute. Yields the product CC1=C(N=C(O1)C1=CC=CC=C1)CCOC1=NOC(=C1)CO ([3-[2-(5-methyl-2-phenyl-4-oxazolyl)ethoxy]-5-isoxazolyl]methanol). Yield: 58.2%. As a reaction SMILES: [CH3:1][C:2]1[O:6][C:5]([C:7]2[CH:12]=[CH:11][CH:10]=[CH:9][CH:8]=2)=[N:4][C:3]=1[CH2:13][CH2:14][O:15][C:16]1[CH:20]=[C:19]([C:21](OC)=[O:22])[O:18][N:17]=1.[H-].[Al+3].[Li+].[H-].[H-].[H-].Cl>O1CCCC1>[CH3:1][C:2]1[O:6][C:5]([C:7]2[CH:8]=[CH:9][CH:10]=[CH:11][CH:12]=2)=[N:4][C:3]=1[CH2:13][CH2:14][O:15][C:16]1[CH:20]=[C:19]([CH2:21][OH:22])[O:18][N:17]=1 |f:1.2.3.4.5.6|. Procedure details: To a mixture of methyl 3-[2-(5-methyl-2-phenyl-4-oxazolyl)ethoxy]-5-isoxazolecarboxylate (9.2 g) and tetrahydrofuran (200 mL) was added lithium aluminum hydride (1.06 g) under ice-cooling, and the mixture was stirred at room temperature for 30 min. Dilute hydrochloric acid was added to acidify the mixture and the mixture was extracted with ethyl acetate. The organic layer was washed with saturated brine, dried over anhydrous magnesium sulfate, and concentrated. The obtained residue was subjected... Starting materials: BrC1=CC(=C(C(=O)OC)C=C1)OC (methyl 4-bromo-2-methoxybenzoate), C(C1=CC=CC=C1)OC[C@H]1NS(CC1)(=O)=O ((S)-3-benzyloxymethylisothiazolidine 1,1-dioxide), C([O-])([O-])=O.[K+].[K+] (potassium carbonate), [I-].[K+] (potassium iodide), CNCCNC (N,N′-dimethylethylenediamine). Reagents/catalysts: [Cu]I (copper(I) iodide). Run in O (water), C1(=CC=CC=C1)C (toluene). Product: C(C1=CC=CC=C1)OC[C@H]1N(S(CC1)(=O)=O)C1=CC(=C(C(=O)OC)C=C1)OC (methyl (S)-4-(3-benzyloxymethyl-1,1-dioxo-1λ6-isothiazolidin-2-yl)-2-methoxybenzoate). The yield is 93.8%. RXN SMILES: Br[C:2]1[CH:11]=[CH:10][C:5]([C:6]([O:8][CH3:9])=[O:7])=[C:4]([O:12][CH3:13])[CH:3]=1.[CH2:14]([O:21][CH2:22][C@@H:23]1[CH2:27][CH2:26][S:25](=[O:29])(=[O:28])[NH:24]1)[C:15]1[CH:20]=[CH:19][CH:18]=[CH:17][CH:16]=1.C(=O)([O-])[O-].[K+].[K+].[I-].[K+].CNCCNC>[Cu]I.O.C1(C)C=CC=CC=1>[CH2:14]([O:21][CH2:22][C@@H:23]1[CH2:27][CH2:26][S:25](=[O:29])(=[O:28])[N:24]1[C:2]1[CH:11]=[CH:10][C:5]([C:6]([O:8][CH3:9])=[O:7])=[C:4]([O:12][CH3:13])[CH:3]=1)[C:15]1[CH:16]=[CH:17][CH:18]=[CH:19][CH:20]=1 |f:2.3.4,5.6|. Procedure details: To a mixture of methyl 4-bromo-2-methoxybenzoate (245 mg), (S)-3-benzyloxymethylisothiazolidine 1,1-dioxide (241 mg) described in Preparation Example 1, potassium carbonate (276 mg), potassium iodide (166 mg) and copper(I) iodide (95 mg) were added toluene (3 mL) and N,N′-dimethylethylenediamine (110 μL), and the mixture was stirred with heating under reflux for 8 hr. The reaction mixture was cooled, water was added, and the mixture was extracted with ethyl acetate. The organic layer was washed ... The reactants are crude material, C(C)(=O)[O-].[K+] (potassium acetate), ClC1=C2N=CN(C2=NC(=N1)C)C1OCCCC1 (6-chloro-2-methyl-9-(tetrahydro-2H-pyran-2-yl)-9H-purine), C(C)(C)(C)OC(=O)N1CCN(CC1)[C@H](C)C=1C=C(C(=NC1)F)B(O)O ((R)-5-(1-(4-(tert-butoxycarbonyl)piperazin-1-yl)ethyl)-2-fluoropyridin-3-ylboronic acid). The solvent is O (water), ClCCl (dichloromethane), O (water), [Cl-].[Na+].O (brine), O1CCOCC1 (dioxane). Run at temperature 120 celsius. Yields the product FC1=C(C=C(C=N1)[C@@H](C)N1CCN(CC1)C(=O)OC(C)(C)C)C1=C2N=CN(C2=NC(=N1)C)C1OCCCC1 (tert-butyl 4-((1R)-1-(6-fluoro-5-(2-methyl-9-(tetrahydro-2H-pyran-2-yl)-9H-purin-6-yl)pyridin-3-yl)ethyl)piperazine-1-carboxylate). Yield: 76.9%. As a reaction SMILES: Cl[C:2]1[N:10]=[C:9]([CH3:11])[N:8]=[C:7]2[C:3]=1[N:4]=[CH:5][N:6]2[CH:12]1[CH2:17][CH2:16][CH2:15][CH2:14][O:13]1.[C:18]([O:22][C:23]([N:25]1[CH2:30][CH2:29][N:28]([C@@H:31]([C:33]2[CH:34]=[C:35](B(O)O)[C:36]([F:39])=[N:37][CH:38]=2)[CH3:32])[CH2:27][CH2:26]1)=[O:24])([CH3:21])([CH3:20])[CH3:19].C([O-])(=O)C.[K+]>O1CCOCC1.ClCCl.O.[Cl-].[Na+].O>[F:39][C:36]1[N:37]=[CH:38][C:33]([C@H:31]([N:28]2[CH2:27][CH2:26][N:25]([C:23]([O:22][C:18]([CH3:19])([CH3:21])[CH3:20])=[O:24])[CH2:30][CH2:29]2)[CH3:32])=[CH:34][C:35]=1[C:2]1[N:10]=[C:9]([CH3:11])[N:8]=[C:7]2[C:3]=1[N:4]=[CH:5][N:6]2[CH:12]1[CH2:17][CH2:16][CH2:15][CH2:14][O:13]1 |f:2.3,7.8.9|. Procedure: A glass microwave reaction vessel was charged with 6-chloro-2-methyl-9-(tetrahydro-2H-pyran-2-yl)-9H-purine (0.250 g, 0.989 mmol) and (R)-5-(1-(4-(tert-butoxycarbonyl)piperazin-1-yl)ethyl)-2-fluoropyridin-3-ylboronic acid (0.489 g, 1.385 mmol) in dioxane (3 mL). Then A-Phos (0.070 g, 0.099 mmol), potassium acetate (0.291 g, 2.97 mmol) and water (0.5 mL) were added into the reaction mixture. The reaction mixture was stirred and heated in a CEM Explorer Microwave at 120° C. for 10 min (120 watts, ... Starting materials: OC(CC(=O)O)CCOC1=CC=CC=C1 (3-hydroxy-5-phenoxyvaleric acid), OC(CC(=O)O)CCCCOC1=CC=CC=C1 (3-hydroxy-7-phenoxyheptanoic acid), OC(CC(=O)O)CCCCCCOC1=CC=CC=C1 (3-hydroxy-9-phenoxynonanoic acid). The product is O(C1=CC=CC=C1)CCCCCCCCCCC(=O)O (11-phenoxyundecanoic acid). RXN SMILES: O[CH:2]([CH2:7][CH2:8][O:9][C:10]1[CH:15]=[CH:14][CH:13]=[CH:12][CH:11]=1)[CH2:3][C:4](O)=O.O[CH:17]([CH2:22][CH2:23][CH2:24]COC1C=CC=CC=1)[CH2:18][C:19]([OH:21])=[O:20].OC(CCCCCCOC1C=CC=CC=1)CC(O)=O>>[O:9]([CH2:8][CH2:7][CH2:2][CH2:3][CH2:4][CH2:24][CH2:23][CH2:22][CH2:17][CH2:18][C:19]([OH:21])=[O:20])[C:10]1[CH:15]=[CH:14][CH:13]=[CH:12][CH:11]=1. Reported procedure: Result indicates that PHA copolymer containing three units of 3-hydroxy-5-phenoxyvaleric acid (3HPxV), 3-hydroxy-7-phenoxyheptanoic acid (3HPxHp) and 3-hydroxy-9-phenoxynonanoic acid (3HPxN) can be produced by the strain YN2 with a substrate 11-phenoxyundecanoic acid. Starting materials: NC1=C(C(=O)O)C=CC=C1Br (2-amino-3-bromobenzoic acid), CCCP1(=O)OP(=O)(OP(=O)(O1)CCC)CCC (1-propanephosphonic acid cyclic anhydride), C(C)(C)N (isopropylamine). Run in CCOC(=O)C (EtOAc). Reaction conditions: time 30 minute. Yields the product NC1=C(C(=O)NC(C)C)C=CC=C1Br (2-amino-3-bromo-N-isopropylbenzamide). Yield: 84.0%. RXN SMILES: [NH2:1][C:2]1[C:10]([Br:11])=[CH:9][CH:8]=[CH:7][C:3]=1[C:4]([OH:6])=O.CCCP1(OP(CCC)(=O)OP(CCC)(=O)O1)=O.[CH:30]([NH2:33])([CH3:32])[CH3:31]>CCOC(C)=O>[NH2:1][C:2]1[C:10]([Br:11])=[CH:9][CH:8]=[CH:7][C:3]=1[C:4]([NH:33][CH:30]([CH3:32])[CH3:31])=[O:6]. Procedure: To a slurry of 2-amino-3-bromobenzoic acid (Aldrich; 1.00 g, 4.63 mmol) in 10 mL EtOAc in an ice bath was added 1-propanephosphonic acid cyclic anhydride (50 wt % in EtOAc; Matrix Scientific; 3.00 mL, 5.09 mmol) followed by isopropylamine (1.19 mL, 13.89 mmol). The ice bath was removed and the solution stirred rapidly at RT. A precipitate formed. After 30 min, the reaction was judged complete. The reaction was partitioned between sat'd aq. NaHCO3 and EtOAc. The organic layer was washed with sat'... Starting materials: [H-].[Al+3].[Li+].[H-].[H-].[H-] (Lithium aluminium hydride), C(C1=CC=CC=C1)N1C(C2CNCC2C1=O)=O (2-benzyl-tetrahydro-pyrrolo[3,4-c]pyrrole-1,3-dione). Solvent: O1CCCC1 (tetrahydrofuran). Reaction conditions: temperature 70 celsius. Yields the product C(C1=CC=CC=C1)N1C[C@@H]2CNC[C@@H]2C1 (cis-2-Benzyl-octahydro-pyrrolo[3.4-c]pyrrole). The yield is 80.0%. RXN SMILES: [H-].[Al+3].[Li+].[H-].[H-].[H-].[CH2:7]([N:14]1[C:21](=O)[CH:20]2[CH:16]([CH2:17][NH:18][CH2:19]2)[C:15]1=O)[C:8]1[CH:13]=[CH:12][CH:11]=[CH:10][CH:9]=1>O1CCCC1>[CH2:7]([N:14]1[CH2:15][C@@H:16]2[C@@H:20]([CH2:19][NH:18][CH2:17]2)[CH2:21]1)[C:8]1[CH:13]=[CH:12][CH:11]=[CH:10][CH:9]=1 |f:0.1.2.3.4.5|. Procedure details: Lithium aluminium hydride (1M in THF, 85 ml, 85 mmol) was added slowly to a stirred solution of 2-benzyl-tetrahydro-pyrrolo[3,4-c]pyrrole-1,3-dione (6.4 g, 27.8 mmol) in dry tetrahydrofuran (60 ml) at room temperature under nitrogen. Upon complete addition, the mixture was stirred and heated at 70° C. for 16 h. The mixture was then cooled to 0° C. and carefully quenched with water (3.2 ml), followed by 4N sodium hydroxide (3.2 ml) and water (4.5 ml). The mixture was filtered, washing with ethyl ...